This data is from the Open Reaction Database (ORD), a public repository of structured organic reaction records. The task is: describe an organic reaction: reactants, conditions, products, and yield Starting materials: C(C)(C)(C)O[C@H](C(=O)OCC)C1=C(C2=C(N=C(S2)C2=CC(=NC=C2)Cl)C=C1C)C1=CC=C(C=C1)Cl ((S)-ethyl 2-tert-butoxy-2-(7-(4-chlorophenyl)-2-(2-chloropyridin-4-yl)-5-methylbenzo[d]thiazol-6-yl)acetate), CC1(C2=C(C(=CC=C2)P(C3=CC=CC=C3)C4=CC=CC=C4)OC5=C(C=CC=C51)P(C6=CC=CC=C6)C7=CC=CC=C7)C (XantPhos), C1NC(C=2C=NC=CC21)=O (1H-pyrrolo[3,4-c]pyridin-3(2H)-one), C(=O)([O-])[O-].[Cs+].[Cs+] (Cs2CO3). Reagents/catalysts: C=1C=CC(=CC1)/C=C/C(=O)/C=C/C2=CC=CC=C2.C=1C=CC(=CC1)/C=C/C(=O)/C=C/C2=CC=CC=C2.C=1C=CC(=CC1)/C=C/C(=O)/C=C/C2=CC=CC=C2.[Pd].[Pd] (Pd2(dba)3). The solvent is C1CCOC1 (THF). Run at temperature 100 celsius. Product: C(C)(C)(C)O[C@H](C(=O)OCC)C1=C(C2=C(N=C(S2)C2=CC(=NC=C2)N2C(C=3C=NC=CC3C2)=O)C=C1C)C1=CC=C(C=C1)Cl ((S)-ethyl 2-tert-butoxy-2-(7-(4-chlorophenyl)-5-methyl-2-(2-(3-oxo-1H-pyrrolo[3,4-c]pyridin-2(3H)-yl)pyridin-4-yl)benzo[d]thiazol-6-yl)acetate). As a reaction SMILES: [C:1]([O:5][C@@H:6]([C:12]1[C:27]([CH3:28])=[CH:26][C:15]2[N:16]=[C:17]([C:19]3[CH:24]=[CH:23][N:22]=[C:21](Cl)[CH:20]=3)[S:18][C:14]=2[C:13]=1[C:29]1[CH:34]=[CH:33][C:32]([Cl:35])=[CH:31][CH:30]=1)[C:7]([O:9][CH2:10][CH3:11])=[O:8])([CH3:4])([CH3:3])[CH3:2].CC1(C)C2C(=C(P(C3C=CC=CC=3)C3C=CC=CC=3)C=CC=2)OC2C(P(C3C=CC=CC=3)C3C=CC=CC=3)=CC=CC1=2.[CH2:78]1[C:86]2[CH:85]=[CH:84][N:83]=[CH:82][C:81]=2[C:80](=[O:87])[NH:79]1.C([O-])([O-])=O.[Cs+].[Cs+]>C1COCC1.C1C=CC(/C=C/C(/C=C/C2C=CC=CC=2)=O)=CC=1.C1C=CC(/C=C/C(/C=C/C2C=CC=CC=2)=O)=CC=1.C1C=CC(/C=C/C(/C=C/C2C=CC=CC=2)=O)=CC=1.[Pd].[Pd]>[C:1]([O:5][C@@H:6]([C:12]1[C:27]([CH3:28])=[CH:26][C:15]2[N:16]=[C:17]([C:19]3[CH:24]=[CH:23][N:22]=[C:21]([N:79]4[CH2:78][C:86]5[CH:85]=[CH:84][N:83]=[CH:82][C:81]=5[C:80]4=[O:87])[CH:20]=3)[S:18][C:14]=2[C:13]=1[C:29]1[CH:30]=[CH:31][C:32]([Cl:35])=[CH:33][CH:34]=1)[C:7]([O:9][CH2:10][CH3:11])=[O:8])([CH3:3])([CH3:4])[CH3:2] |f:3.4.5,7.8.9.10.11|. Reported procedure: To a solution of (S)-ethyl 2-tert-butoxy-2-(7-(4-chlorophenyl)-2-(2-chloropyridin-4-yl)-5-methylbenzo[d]thiazol-6-yl)acetate (28 mg, 0.053 mmol) in anhydrous THF (1.2 mL, degassed) was added Pd2(dba)3 (3 mg, 0.05 eq.), XantPhos (5 mg, 0.15 eq.), 1H-pyrrolo[3,4-c]pyridin-3(2H)-one (14 mg, 2 eq.) and Cs2CO3 (35 mg, 2 eq.). The reaction mixture was heated at 100° C. for 2 h, cooled and partitioned between ethyl acetate and brine. The organic layer was separated, dried over Na2SO4, filtered and conc... Reactants: CC(=O)NS(=O)(=O)c1cc(C(=O)O)cc(NCc2ccccc2)c1Oc1ccccc1, CCO, Cl, [Na+], [OH-]. The product is NS(=O)(=O)c1cc(C(=O)O)cc(NCc2ccccc2)c1Oc1ccccc1. Reaction SMILES: [C:1](=[O:2])([CH3:3])[NH:4][S:5](=[O:6])(=[O:7])[c:8]1[c:9]([O:25][c:26]2[cH:27][cH:28][cH:29][cH:30][cH:31]2)[c:10]([NH:17][CH2:18][c:19]2[cH:20][cH:21][cH:22][cH:23][cH:24]2)[cH:11][c:12]([C:13](=[O:14])[OH:15])[cH:16]1.[CH3:35][CH2:36][OH:37].[ClH:32].[Na+:34].[OH-:33]>>[NH2:4][S:5](=[O:6])(=[O:7])[c:8]1[c:9]([O:25][c:26]2[cH:27][cH:28][cH:29][cH:30][cH:31]2)[c:10]([NH:17][CH2:18][c:19]2[cH:20][cH:21][cH:22][cH:23][cH:24]2)[cH:11][c:12]([C:13](=[O:14])[OH:15])[cH:16]1.